From a dataset of the Open Reaction Database (ORD), a public repository of structured organic reaction records. describe an organic reaction: reactants, conditions, products, and yield Starting materials: OC1=CC(=C(C=O)C(=C1)C)C (4-hydroxy-2,6-dimethyl-benzaldehyde), ClCC(=O)OCC (ethyl chloroacetate), C(=O)([O-])[O-].[Cs+].[Cs+] (Cs2CO3). Run in CC(=O)C (acetone). Conditions: time 16 hour. The product is C(C)OC(COC1=CC(=C(C(=C1)C)C=O)C)=O ((4-formyl-3,5-dimethyl-phenoxy)-acetic acid ethyl ester). RXN SMILES: [OH:1][C:2]1[CH:9]=[C:8]([CH3:10])[C:5]([CH:6]=[O:7])=[C:4]([CH3:11])[CH:3]=1.Cl[CH2:13][C:14]([O:16][CH2:17][CH3:18])=[O:15].C([O-])([O-])=O.[Cs+].[Cs+]>CC(C)=O>[CH2:17]([O:16][C:14](=[O:15])[CH2:13][O:1][C:2]1[CH:3]=[C:4]([CH3:11])[C:5]([CH:6]=[O:7])=[C:8]([CH3:10])[CH:9]=1)[CH3:18] |f:2.3.4|. Reported procedure: A mixture of 4-hydroxy-2,6-dimethyl-benzaldehyde (87 mg), ethyl chloroacetate (85 mg) and Cs2CO3 (375 mg) in acetone (4 mL) was stirred at room temperature for 16 h. The mixture was concentrated, diluted with water, and extracted with EtOAc. The organic extracts were washed with brine, dried over Na2SO4, and concentrated under reduced pressure to give (4-formyl-3,5-dimethyl-phenoxy)-acetic acid ethyl ester: MS (m/z) 237 (M+1); 1H NMR (CDCl3, 400 MHz) δ 10.48 (s, 1H), 6.59 (s, 2H), 4.66 (s, 2H), ... Reported procedure: The title compound was prepared from 3-(2-tert-butoxycarbonyl-ethylsulfamoyl)-benzoic acid (Int. AD) and 3,5-diamino-6-chloro-pyrazine-2-carboxylic acid [1,3,8-triaza-spiro[4.5]dec-(2E)-ylidene]-amide hydrochloride in an analogous method to Example 1; LC-MS Rt 0.93 mins; 636.3 [M+H]+, Method 2minLC_v003. Product: C(C)(C)(C)OC(CCNS(=O)(=O)C1=CC(=CC=C1)C(=O)N1CCC2(CN\C(\N2)=N/C(=O)C2=NC(=C(N=C2N)N)Cl)CC1)=O (3-(3-{2-[(E)-3,5-Diamino-6-chloro-pyrazine-2-carbonylimino]-1,3,8-triaza-spiro[4.5]decane-8-carbonyl}-benzenesulfonylamino)-propionic acid tert-butyl ester). The reactants are C(C)(C)(C)OC(=O)CCNS(=O)(=O)C=1C=C(C(=O)O)C=CC1 (3-(2-tert-butoxycarbonyl-ethylsulfamoyl)-benzoic acid), Cl.N1\C(\NCC12CCNCC2)=N\C(=O)C2=NC(=C(N=C2N)N)Cl (3,5-diamino-6-chloro-pyrazine-2-carboxylic acid [1,3,8-triaza-spiro[4.5]dec-(2E)-ylidene]-amide hydrochloride). Reaction SMILES: [C:1]([O:5][C:6]([CH2:8][CH2:9][NH:10][S:11]([C:14]1[CH:15]=[C:16]([CH:20]=[CH:21][CH:22]=1)[C:17]([OH:19])=O)(=[O:13])=[O:12])=[O:7])([CH3:4])([CH3:3])[CH3:2].Cl.[NH:24]1[C:28]2([CH2:33][CH2:32][NH:31][CH2:30][CH2:29]2)[CH2:27][NH:26]/[C:25]/1=[N:34]\[C:35]([C:37]1[C:42]([NH2:43])=[N:41][C:40]([NH2:44])=[C:39]([Cl:45])[N:38]=1)=[O:36]>>[C:1]([O:5][C:6](=[O:7])[CH2:8][CH2:9][NH:10][S:11]([C:14]1[CH:22]=[CH:21][CH:20]=[C:16]([C:17]([N:31]2[CH2:32][CH2:33][C:28]3([NH:24]/[C:25](=[N:34]/[C:35]([C:37]4[C:42]([NH2:43])=[N:41][C:40]([NH2:44])=[C:39]([Cl:45])[N:38]=4)=[O:36])/[NH:26][CH2:27]3)[CH2:29][CH2:30]2)=[O:19])[CH:15]=1)(=[O:12])=[O:13])([CH3:2])([CH3:3])[CH3:4] |f:1.2|. The reactants are [OH-].[O-]P(=O)([O-])[O-].[O-]P(=O)([O-])[O-].[O-]P(=O)([O-])[O-].[Ca+2].[Ca+2].[Ca+2].[Ca+2].[Ca+2] (Hydroxylapatite), [N+](=O)([O-])[O-].[Ag+] (silver nitrate), [N+](=O)([O-])[O-].[Zn+2].[N+](=O)([O-])[O-] (zinc nitrate). Run in O (water). Product: [OH-].[O-]P(=O)([O-])[O-].[O-]P(=O)([O-])[O-].[O-]P(=O)([O-])[O-].[Ca+2].[Ca+2].[Ca+2].[Ca+2].[Ca+2] (hydroxylapatite), [Ag] (silver), [Zn] (zinc). Reaction SMILES: [OH-].[O-:2][P:3]([O-:6])([O-:5])=[O:4].[O-:7][P:8]([O-:11])([O-:10])=[O:9].[O-:12][P:13]([O-:16])([O-:15])=[O:14].[Ca+2:17].[Ca+2].[Ca+2].[Ca+2].[Ca+2].[N+]([O-])([O-])=O.[Ag+:26].[N+]([O-])([O-])=O.[Zn+2:31].[N+]([O-])([O-])=O>O>[OH-:2].[O-:9][P:8]([O-:11])([O-:10])=[O:7].[O-:14][P:13]([O-:16])([O-:15])=[O:12].[O-:4][P:3]([O-:6])([O-:5])=[O:2].[Ca+2:17].[Ca+2:17].[Ca+2:17].[Ca+2:17].[Ca+2:17].[Ag:26].[Zn:31] |f:0.1.2.3.4.5.6.7.8,9.10,11.12.13,15.16.17.18.19.20.21.22.23|. Procedure: Hydroxylapatite in an amount of 1.0 kg is added to 10 liters of water together with 32 g of silver nitrate and 69 g of zinc nitrate, and then the whole was stirred to make a reaction. The solids are separated off to form a cake, then the cake is rinsed thoroughly with distilled water and dried. The washed cake is heated or fired at 1200° C. and powdered to provide the antibacterial hydroxylapatite carrying about 2% by weight of silver in a metallic state and 1.5% by weight of zinc in a metallic ... Solvent: C(Cl)(Cl)Cl (CHCl3). RXN SMILES: [OH:1][C:2]1[C:11]2[C@H:10]3[CH2:12][C:13](=[O:16])[CH2:14][CH2:15][C@H:9]3[C:8]([CH3:18])([CH3:17])[O:7][C:6]=2[CH:5]=[C:4]([C:19]([CH3:27])([CH3:26])[CH2:20][CH2:21][CH2:22][CH2:23][CH2:24][CH3:25])[CH:3]=1>C(Cl)(Cl)Cl>[OH:1][C:2]1[C:11]2[C@@H:10]3[CH2:12][C:13](=[O:16])[CH2:14][CH2:15][C@H:9]3[C:8]([CH3:17])([CH3:18])[O:7][C:6]=2[CH:5]=[C:4]([C:19]([CH3:26])([CH3:27])[CH2:20][CH2:21][CH2:22][CH2:23][CH2:24][CH3:25])[CH:3]=1. Procedure: Evaporation of the solvent from eluates shown by thin layer chromatography to contain a different component afforded 55 mg. of (-)-cis-1-hydroxy-3-(1,1-dimethylheptyl)-6,6-dimethyl-6,6a,7,8,10,10a-hexahydro-9H-dibenzo[b,d]pyran-9-one. [α]20D-50° (c=1.0, CHCl3). The reactants are OC1=CC(=CC=2OC([C@H]3[C@@H](C21)CC(CC3)=O)(C)C)C(CCCCCC)(C)C ((-)-cis-1-hydroxy-3-(1,1-dimethylheptyl)-6,6-dimethyl-6,6a,7,8,10,10a-hexahydro-9H-dibenzo[b,d]pyran-9-one). The product is OC1=CC(=CC=2OC([C@H]3[C@H](C21)CC(CC3)=O)(C)C)C(CCCCCC)(C)C ((-)-trans-1-Hydroxy-3-(1,1-dimethylheptyl)-6,6-dimethyl-6,6a,7,8,10,10a-hexahydro-9H-dibenzo[b,d]pyran-9-one). The reactants are C(C)(C)(C)OC(=O)N1C(O[C@@H]([C@@H]1CF)C1=CC=C(C=C1)C=1C=NC(=CC1)C(N)C(C)C)(C)C ((4R,5R)-4-Fluoromethyl-5-{4-[6-(isopropyl amino-methyl)-pyridin-3-yl]-phenyl}-2,2-dimethyl-oxazolidine-3-carboxylic acid tert-butyl ester), FC(C(=O)O)(F)F (trifluoroacetic acid). Solvent: C(Cl)Cl (CH2Cl2). Run at time 2 hour. Product: OC(=O)C(F)(F)F.N[C@@H]([C@H](O)C1=CC=C(C=C1)C=1C=NC(=CC1)C(N)C(C)C)CF ((1R,2S)-2-Amino-3-fluoro-1-{4-[6-(isopropyl amino-methyl)-pyridin-3-yl]-phenyl}-propan-1-ol TFA Salt). As a reaction SMILES: C(OC([N:8]1[C@@H:12]([CH2:13][F:14])[C@@H:11]([C:15]2[CH:20]=[CH:19][C:18]([C:21]3[CH:22]=[N:23][C:24]([CH:27]([CH:29]([CH3:31])[CH3:30])[NH2:28])=[CH:25][CH:26]=3)=[CH:17][CH:16]=2)[O:10]C1(C)C)=O)(C)(C)C.[F:34][C:35]([F:40])([F:39])[C:36]([OH:38])=[O:37]>C(Cl)Cl>[OH:38][C:36]([C:35]([F:40])([F:39])[F:34])=[O:37].[NH2:8][C@H:12]([CH2:13][F:14])[C@@H:11]([C:15]1[CH:16]=[CH:17][C:18]([C:21]2[CH:22]=[N:23][C:24]([CH:27]([CH:29]([CH3:31])[CH3:30])[NH2:28])=[CH:25][CH:26]=2)=[CH:19][CH:20]=1)[OH:10] |f:3.4|. Reported procedure: To a solution of (4R,5R)-4-Fluoromethyl-5-{4-[6-(isopropyl amino-methyl)-pyridin-3-yl]-phenyl}-2,2-dimethyl-oxazolidine-3-carboxylic acid tert-butyl ester (100 mg, 0.218 mmol) in CH2Cl2 (0.17 mL) is added trifluoroacetic acid (0.4 mL) at 0° C. Reaction mixture is allowed to stir at room temperature for 2 hours. The volatiles are removed under reduced pressure and crude material is purified by column chromatography over basic alumina using 50% methanol in CH2Cl2 as eluent to afford title compound... Procedure details: Reduction of n-nonanal O-methyloxime. Lithium (1.6 g, 0.228 mol) was added in one portion to a solution of n-nonanal O-methyloxime (5.13 g, 0.030 mol) in n-propylamine (50 mL), ethylenediamine (9 g, 0.15 mol) and t-butanol (11 g, 0.15 mol). After 3 hr, an aliquot was analyzed by glpc and no oxime was present. The reaction mixture was poured into ice-water (150 mL) and the mixture was extracted with ether (3×100 mL). The combined ether extracts were washed with brine (4×100 mL), dried over magnes... As a reaction SMILES: CO[N:3]=[CH:4][CH2:5][CH2:6][CH2:7][CH2:8][CH2:9][CH2:10][CH2:11][CH3:12].[Li].C(N)CN.C(O)(C)(C)C>C(N)CC>[CH2:4]([NH2:3])[CH2:5][CH2:6][CH2:7][CH2:8][CH2:9][CH2:10][CH2:11][CH3:12] |^1:12|. Run in C(CC)N (n-propylamine). Reactants: oxime, CON=CCCCCCCCC (n-nonanal O-methyloxime), ice water, [Li] (Lithium), CON=CCCCCCCCC (n-nonanal O-methyloxime), C(CN)N (ethylenediamine), C(C)(C)(C)O (t-butanol). Yield: 70.0%. Conditions: time 3 hour. Product: C(CCCCCCCC)N (n-nonylamine).